This data is from the Open Reaction Database (ORD), a public repository of structured organic reaction records. The task is: describe an organic reaction: reactants, conditions, products, and yield The reactants are N1C=C(C=2C1=NC=CC2)CNC2=C(C(=O)O)C=CC=N2 (2-((1H-Pyrrolo[2,3-b]pyridin-3-yl)methylamino)nicotinic acid), NC1=CC=C2C(CC(NC2=C1)=O)(C)C (7-amino-4,4-dimethyl-3,4-dihydroquinolin-2(1H)-one), CN(C)C(=[N+](C)C)ON1C2=C(C=CC=C2)N=N1.[B-](F)(F)(F)F (TBTU), CCN(C(C)C)C(C)C (DIEA). The solvent is CN(C)C=O (DMF), O (water). Conditions: time 24 hour. Yields the product CC1(CC(NC2=CC(=CC=C12)NC(=O)C=1C(=NC=CC1)NCC1=CNC2=NC=CC=C21)=O)C (N-(4,4-dimethyl-2-oxo-1,2,3,4-tetrahydro-7-quinolinyl)-2-((1H-pyrrolo[2,3-b]pyridin-3-ylmethyl)amino)-3-pyridinecarboxamide). RXN SMILES: [NH:1]1[C:5]2=[N:6][CH:7]=[CH:8][CH:9]=[C:4]2[C:3]([CH2:10][NH:11][C:12]2[N:20]=[CH:19][CH:18]=[CH:17][C:13]=2[C:14]([OH:16])=O)=[CH:2]1.[NH2:21][C:22]1[CH:31]=[C:30]2[C:25]([C:26]([CH3:34])([CH3:33])[CH2:27][C:28](=[O:32])[NH:29]2)=[CH:24][CH:23]=1.CN(C(ON1N=NC2C=CC=CC1=2)=[N+](C)C)C.[B-](F)(F)(F)F.CCN(C(C)C)C(C)C>O.CN(C=O)C>[CH3:33][C:26]1([CH3:34])[C:25]2[C:30](=[CH:31][C:22]([NH:21][C:14]([C:13]3[C:12]([NH:11][CH2:10][C:3]4[C:4]5[C:5](=[N:6][CH:7]=[CH:8][CH:9]=5)[NH:1][CH:2]=4)=[N:20][CH:19]=[CH:18][CH:17]=3)=[O:16])=[CH:23][CH:24]=2)[NH:29][C:28](=[O:32])[CH2:27]1 |f:2.3|. Procedure: 2-((1H-Pyrrolo[2,3-b]pyridin-3-yl)methylamino)nicotinic acid (100 mg, 0.37 mmol), 7-amino-4,4-dimethyl-3,4-dihydroquinolin-2(1H)-one (65 mg, 0.37 mmol), TBTU (133 mg, 0.41 mmol) and DIEA (0.07 mL, 0.41 mmol) was added to DMF (1 mL). The reaction was run at RT for 24 h. The reaction was then diluted with water and the resultant precipitate was filtered and purified using flash column to afford product. MS (ES+): 441.5 (M+H). Calc'd. for C25H24N6O2—440.20. Starting materials: CCOC(=O)c1sc(C)nc1OS(=O)(=O)c1ccc(C)cc1, C1COCCO1, NCc1ccccc1. The product is CCOC(=O)c1sc(C)nc1NCc1ccccc1. Reaction SMILES: [CH2:1]([CH3:2])[O:3][C:4](=[O:5])[c:6]1[c:7]([O:12][S:13]([c:14]2[cH:15][cH:16][c:17]([CH3:18])[cH:19][cH:20]2)(=[O:21])=[O:22])[n:8][c:9]([CH3:11])[s:10]1.[CH2:31]1[O:32][CH2:33][CH2:34][O:35][CH2:36]1.[NH2:23][CH2:24][c:25]1[cH:26][cH:27][cH:28][cH:29][cH:30]1>>[CH2:1]([CH3:2])[O:3][C:4](=[O:5])[c:6]1[c:7]([NH:23][CH2:24][c:25]2[cH:26][cH:27][cH:28][cH:29][cH:30]2)[n:8][c:9]([CH3:11])[s:10]1. Reactants: C(C)(C)(C)C1=C(C=C(OCC(=O)OCC)C=C1)OCCOC (ethyl [4-tert-butyl-3-(2-methoxyethoxy)phenoxy]acetate), [OH-].[K+] (potassium hydroxide). The solvent is CO (methanol). Conditions: temperature 90 celsius. Yields the product C(C)(C)(C)C1=C(C=C(OCC(=O)O)C=C1)OCCOC ([4-tert-Butyl-3-(2-methoxyethoxy)phenoxy]acetic acid). Yield: 101.2%. As a reaction SMILES: [C:1]([C:5]1[CH:17]=[CH:16][C:8]([O:9][CH2:10][C:11]([O:13]CC)=[O:12])=[CH:7][C:6]=1[O:18][CH2:19][CH2:20][O:21][CH3:22])([CH3:4])([CH3:3])[CH3:2].[OH-].[K+]>CO>[C:1]([C:5]1[CH:17]=[CH:16][C:8]([O:9][CH2:10][C:11]([OH:13])=[O:12])=[CH:7][C:6]=1[O:18][CH2:19][CH2:20][O:21][CH3:22])([CH3:4])([CH3:2])[CH3:3] |f:1.2|. Reported procedure: To a methanol (3 mL) solution of ethyl [4-tert-butyl-3-(2-methoxyethoxy)phenoxy]acetate (260 mg, 0.84 mmol) was added 2M potassium hydroxide solution (1 ml) at ambient temerature. The stirred mixture was refluxed at 90° C. for 30 minutes. The reaction mixture was then quenched with saturated aqueous solution of ammonium chloride and then crude products were extracted with ethyl acetate The organic layer was then washed with brine, dried over sodium sulfate. After filtration to separate solvent a...